From a dataset of the Open Reaction Database (ORD), a public repository of structured organic reaction records. describe an organic reaction: reactants, conditions, products, and yield The reactants are ClC1=C(OCCCCOCC=O)C(=CC(=C1)OCC=C(Cl)Cl)Cl (4-(2,6-dichloro-4-(3,3-dichloro-2-propenyloxy)phenoxy)butyloxyacetaldehyde), crude product, ClC(C(F)(F)F)(Cl)Cl (1,1,1-trichlorotrifluoroethane). Reagents/catalysts: [Zn] (zinc). Run in CN(C=O)C (N,N-dimethylformamide). Run at time 1.5 hour. Product: ClC=1C=C(C=C(C1OCCCCOCC(C(C(F)(F)F)(Cl)Cl)O)Cl)OCC=C(Cl)Cl (3,5-dichloro-1-(3,3-dichloro-2-propenyloxy)-4-(4-(3,3-dichloro-4,4,4-trifluoro-2-hydroxybutyloxy)butyloxy)benzene). Isolated yield 63.4%. Reaction SMILES: [Cl:1][C:2]1[CH:16]=[C:15]([O:17][CH2:18][CH:19]=[C:20]([Cl:22])[Cl:21])[CH:14]=[C:13]([Cl:23])[C:3]=1[O:4][CH2:5][CH2:6][CH2:7][CH2:8][O:9][CH2:10][CH:11]=[O:12].[Cl:24][C:25](Cl)([Cl:30])[C:26]([F:29])([F:28])[F:27]>[Zn].CN(C)C=O>[Cl:1][C:2]1[CH:16]=[C:15]([O:17][CH2:18][CH:19]=[C:20]([Cl:22])[Cl:21])[CH:14]=[C:13]([Cl:23])[C:3]=1[O:4][CH2:5][CH2:6][CH2:7][CH2:8][O:9][CH2:10][CH:11]([OH:12])[C:25]([Cl:30])([Cl:24])[C:26]([F:29])([F:28])[F:27]. Reported procedure: To a mixture of 2.01 g of 4-(2,6-dichloro-4-(3,3-dichloro-2-propenyloxy)phenoxy)butyloxyacetaldehyde, 1.31 g of zinc dust and 10 ml of N,N-dimethylformamide was added 4.12 g of 1,1,1-trichlorotrifluoroethane. After stirring at room temperature for 1.5 hours, the reaction mixture was filtered. The filtrate was poured into 20 ml of diluted hydrochloric acid and extracted twice with 50 ml of ethyl acetate. The ethyl acetate layers were combined, washed with water, dried over magnesium sulfate and t... Reactants: Cc1onc(-c2ccccc2)c1-c1cn(-c2ccccc2C(=O)O)cn1, NC1CCCC1. The product is Cc1onc(-c2ccccc2)c1-c1cn(-c2ccccc2C(=O)NC2CCCC2)cn1. As a reaction SMILES: [CH3:7][c:8]1[c:9](-[c:19]2[n:20][cH:21][n:22](-[c:24]3[c:25]([C:26](=[O:27])[OH:28])[cH:29][cH:30][cH:31][cH:32]3)[cH:23]2)[c:10](-[c:13]2[cH:14][cH:15][cH:16][cH:17][cH:18]2)[n:11][o:12]1.[CH:1]1([NH2:6])[CH2:2][CH2:3][CH2:4][CH2:5]1>>[CH:1]1([NH:6][C:26]([c:25]2[c:24](-[n:22]3[cH:21][n:20][c:19](-[c:9]4[c:8]([CH3:7])[o:12][n:11][c:10]4-[c:13]4[cH:14][cH:15][cH:16][cH:17][cH:18]4)[cH:23]3)[cH:32][cH:31][cH:30][cH:29]2)=[O:27])[CH2:2][CH2:3][CH2:4][CH2:5]1. Reactants: CC(C)=CC (2-Methyl-2-butene), P(=O)(O)(O)[O-].[Na+] (sodium dihydrogen phosphate), Cl(=O)[O-].[Na+] (sodium chlorite), C(C)(=O)NC1=CN=C(N(C1=O)CC=O)C1=CC=CC=C1 ((5-acetylamino-6-oxo-2-phenyl-1,6-dihydropyrimidine-1-yl)acetaldehyde). Conditions: time 8 hour. The product is C(C)(=O)NC1=CN=C(N(C1=O)CC(=O)O)C1=CC=CC=C1 ((5-Acetylamino-6-oxo-2-phenyl-1,6-dihydropyrimidine-1-yl) acetic acid). Reaction SMILES: CC(=CC)C.P([O-])(O)(O)=O.[Na+].Cl([O-])=[O:13].[Na+].[C:16]([NH:19][C:20]1[C:25](=[O:26])[N:24]([CH2:27][CH:28]=[O:29])[C:23]([C:30]2[CH:35]=[CH:34][CH:33]=[CH:32][CH:31]=2)=[N:22][CH:21]=1)(=[O:18])[CH3:17]>>[C:16]([NH:19][C:20]1[C:25](=[O:26])[N:24]([CH2:27][C:28]([OH:13])=[O:29])[C:23]([C:30]2[CH:35]=[CH:34][CH:33]=[CH:32][CH:31]=2)=[N:22][CH:21]=1)(=[O:18])[CH3:17] |f:1.2,3.4|. Procedure: 2-Methyl-2-butene (1.38 ml, 12.98 mmol), an aqueous solution (4.2 ml) of sodium dihydrogen phosphate.1H2O (419 mg, 2.95 mmol) and an aqueous solution (9.3 ml) of sodium chlorite (934 mg, 10.32 mmol) were added to a solution of (5-acetylamino-6-oxo-2-phenyl-1,6-dihydropyrimidine-1-yl)acetaldehyde(800mg,2.95 mmol) in2-methyl-2-propanol (14.8 ml), and the mixture was stirred overnight at room temperature. The reaction solution was washed with diethyl ether, and then the aqueous layer was adjusted t...